Dataset: the Open Reaction Database (ORD), a public repository of structured organic reaction records. Task: describe an organic reaction: reactants, conditions, products, and yield Starting materials: ClC(Cl)Cl, OCn1cc(SC(F)(Cl)Cl)c2ccccc21, O=S(Cl)Cl. Yields the product FC(Cl)(Cl)Sc1cn(CCl)c2ccccc12. Reaction SMILES: [CH:21]([Cl:22])([Cl:23])[Cl:24].[Cl:1][C:2]([S:3][c:4]1[cH:5][n:6]([CH2:13][OH:14])[c:7]2[cH:8][cH:9][cH:10][cH:11][c:12]12)([F:15])[Cl:16].[S:17]([Cl:18])([Cl:19])=[O:20]>>[Cl:1][C:2]([S:3][c:4]1[cH:5][n:6]([CH2:13][Cl:19])[c:7]2[cH:8][cH:9][cH:10][cH:11][c:12]12)([F:15])[Cl:16]. Reactants: CC(=O)c1c(C)nc2ccccc2c1NCc1ccc(Br)cc1, BrCc1ccc(Br)cc1, COC(=O)c1c(C)nc2cccc(C)c2c1N. Yields the product COC(=O)c1c(C)nc2cccc(C)c2c1NCc1ccc(Br)cc1. Reaction SMILES: [Br:1][c:2]1[cH:3][cH:4][c:5]([CH2:6][NH:7][c:8]2[c:9]3[c:10]([cH:11][cH:12][cH:13][cH:14]3)[n:15][c:16]([CH3:17])[c:18]2[C:19](=[O:20])[CH3:21])[cH:22][cH:23]1.[Br:41][c:42]1[cH:43][cH:44][c:45]([CH2:46][Br:47])[cH:48][cH:49]1.[NH2:24][c:25]1[c:26]([C:37](=[O:38])[O:39][CH3:40])[c:27]([CH3:36])[n:28][c:29]2[cH:30][cH:31][cH:32][c:33]([CH3:35])[c:34]12>>[Br:1][c:2]1[cH:3][cH:4][c:5]([CH2:6][NH:24][c:25]2[c:26]([C:37](=[O:38])[O:39][CH3:40])[c:27]([CH3:36])[n:28][c:29]3[cH:30][cH:31][cH:32][c:33]([CH3:35])[c:34]23)[cH:22][cH:23]1. Starting materials: C(C1=CC=CC=C1)(C1=CC=CC=C1)(C1=CC=CC=C1)N1CC2C=3C(=C(C=CC13)C#N)CC(C2)N(CCC)CCC ((+)-1-trityl-6-cyano-4-(di-n-propylamino)-1,2,2a,3,4,5-hexahydrobenz[cd]indole), C[Mg]Br (methylmagnesium bromide), C1CCOC1 (THF), Grignard reagent, [NH4+].[Cl-] (NH4Cl). Run in C(C)OCC (diethyl ether). Run at time 30 minute. Product: C(C)(=O)C1=C2C=3[C@@H](CNC3C=C1)C[C@H](C2)N(CCC)CCC ((+) (2aS,4R)-6-acetyl-4-(di-n-propylamino)-1,2,2a,3,4,5-hexahydrobenz[cd]indol). As a reaction SMILES: C([N:20]1[C:28]2[CH:27]=[CH:26][C:25](C#N)=[C:24]3[CH2:31][CH:32]([N:34]([CH2:38][CH2:39][CH3:40])[CH2:35][CH2:36][CH3:37])[CH2:33][CH:22]([C:23]=23)[CH2:21]1)(C1C=CC=CC=1)(C1C=CC=CC=1)C1C=CC=CC=1.C[Mg]Br.[NH4+].[Cl-].C1C[O:49][CH2:48][CH2:47]1>C(OCC)C>[C:48]([C:25]1[CH:26]=[CH:27][C:28]2[NH:20][CH2:21][C@H:22]3[CH2:33][C@@H:32]([N:34]([CH2:38][CH2:39][CH3:40])[CH2:35][CH2:36][CH3:37])[CH2:31][C:24]=1[C:23]=23)(=[O:49])[CH3:47] |f:2.3|. Procedure details: A solution of 2.4 g (4.6 mmol) (+)-1-trityl-6-cyano-4-(di-n-propylamino)-1,2,2a,3,4,5-hexahydrobenz[cd]indole in 100 mL of THF was treated with 25 mL of 2.0M methylmagnesium bromide in diethyl ether. The reaction mixture was refluxed for 16 hr. The reaction mixture was cooled and excess Grignard reagent was decomposed with addition of saturated NH4Cl solution. The reaction mixture was extracted with ethyl acetate. The organic solution was evaporated to an oil. The oil was dissolved in 25 mL of 5... Starting materials: NC=1C=C2C(=NNC2=CC1)Cl (5-amino-3-chloroindazole), ClC1=NNC=2C=CC3=C(C12)C(C(N3)=O)=O (1-chloro-3,6-dihydro-pyrrolo[3,2-e]indazole-7,8-dione), C1=CC(=CC=C1NN)S(=O)(=O)N.Cl (4-sulfonamidophenylhydrazine hydrochloride). Yields the product ClC1=NNC=2C=CC3=C(C12)C(C(N3)=O)=O (1-Chloro-3,6-dihydro-pyrrolo[3,2-e]indazole-7,8-dione), ClC1=NNC=2C=CC3=C(C12)C(C(N3)=O)=NNC3=CC=C(C=C3)S(=O)(=O)N (4-[N′-(1-Chloro-7-oxo-6,7-dihydro-3H-pyrrolo[3,2-e]indazol-8-ylidene)-hydrazino]-benzenesulfonamide). The yield is 38.0%. RXN SMILES: NC1C=C2C(=CC=1)NN=C2Cl.[Cl:12][C:13]1[C:21]2[C:20]3[C:22](=[O:26])[C:23](=[O:25])[NH:24][C:19]=3[CH:18]=[CH:17][C:16]=2[NH:15][N:14]=1.[CH:27]1[C:32]([NH:33][NH2:34])=[CH:31][CH:30]=[C:29]([S:35]([NH2:38])(=[O:37])=[O:36])[CH:28]=1.Cl>>[Cl:12][C:13]1[C:21]2[C:20]3[C:22](=[O:26])[C:23](=[O:25])[NH:24][C:19]=3[CH:18]=[CH:17][C:16]=2[NH:15][N:14]=1.[Cl:12][C:13]1[C:21]2[C:20]3[C:22](=[N:34][NH:33][C:32]4[CH:31]=[CH:30][C:29]([S:35]([NH2:38])(=[O:36])=[O:37])=[CH:28][CH:27]=4)[C:23](=[O:25])[NH:24][C:19]=3[CH:18]=[CH:17][C:16]=2[NH:15][N:14]=1 |f:2.3|. Reported procedure: 1-Chloro-3,6-dihydro-pyrrolo[3,2-e]indazole-7,8-dione was prepared from 5-amino-3-chloroindazole according to Procedure A in 38% yield: 1H NMR (DMSO-d6): δ7.08 (d, J=7.9 Hz, 1H), 7.92 (d, J=7.9 Hz, 1H), 10.95 (s, 1H), 13.70 (s, 1H). Condensation of 1-chloro-3,6-dihydro-pyrrolo[3,2-e]indazole-7,8-dione and 4-sulfonamidophenylhydrazine hydrochloride according to Procedure G gave the title compound in 45% yield: 1H NMR (DMSO-d6): δ7.11 (d, J=8.8 Hz, 1H), 7.26 (s, 2H), 7.51 (d, J=8.8 Hz, 1H), 7.64 (...